This data is from the Open Reaction Database (ORD), a public repository of structured organic reaction records. The task is: describe an organic reaction: reactants, conditions, products, and yield Procedure: To a stirring solution of 4-iodobenzoic acid methyl ester (5 g, 0.0019 mol), sodium carbonate (4.04 g, 0.038 mol) and Palladium acetate (4.2 mg, 0.00019 mol) in methanol (30 mL), was added 2-methylmercapto phenyl boronic acid (3.53 g, 0.02 mol) in one lot at 25-30° C. After reflux of 30 min., reaction mixture was poured in ice cold water (100 mL) and product was extracted in ethyl acetate (250 mL). Column purification (100-200 mesh silica gel, 5% hexane in ethyl acetate) gave 4 g of titled produ... Solvent: ice, CO (methanol). The yield is 814.9%. The reagents and catalysts are C(C)(=O)[O-].[Pd+2].C(C)(=O)[O-] (Palladium acetate). As a reaction SMILES: [CH3:1][O:2][C:3](=[O:11])[C:4]1[CH:9]=[CH:8][C:7](I)=[CH:6][CH:5]=1.C(=O)([O-])[O-].[Na+].[Na+].[CH3:18][S:19][C:20]1[CH:25]=[CH:24][CH:23]=[CH:22][C:21]=1B(O)O>CO.C([O-])(=O)C.[Pd+2].C([O-])(=O)C>[CH3:1][O:2][C:3]([C:4]1[CH:9]=[CH:8][C:7]([C:21]2[CH:22]=[CH:23][CH:24]=[CH:25][C:20]=2[S:19][CH3:18])=[CH:6][CH:5]=1)=[O:11] |f:1.2.3,6.7.8|. Starting materials: COC(C1=CC=C(C=C1)I)=O (4-iodobenzoic acid methyl ester), C([O-])([O-])=O.[Na+].[Na+] (sodium carbonate), CSC1=C(C=CC=C1)B(O)O (2-methylmercapto phenyl boronic acid). Yields the product COC(=O)C1=CC=C(C=C1)C1=C(C=CC=C1)SC (2′-Methylsulfanyl-biphenyl-4-carboxylic acid methyl ester). Reactants: C(#N)C1=CC=C2C=3C(C4=C(C(C3NC2=C1)(C)C)C=C(C=C4)OS(=O)(=O)C(F)(F)F)=O (Trifluoro-methanesulfonic acid 3-cyano-6,6-dimethyl-11-oxo-6,11-dihydro-5H-benzo[b]carbazol-8-yl ester), OC=1C=CC2=C(C(C=3NC=4N=C(C=CC4C3C2=O)C#N)(C)C)C1 (8-hydroxy-10,10-dimethyl-5-oxo-10,11-dihydro-5H-1,11-diaza-benzo[b]fluorene-2-carbonitrile). Yields the product C(#N)C=1C=CC=2C=3C(C4=C(C(C3NC2N1)(C)C)C=C(C=C4)OS(=O)(=O)C(F)(F)F)=O (Trifluoromethanesulfonic acid 2-cyano-10,10-dimethyl-5-oxo-10,11-dihydro-5H-1,11-diaza-benzo[b]fluoren-8-yl ester). Reaction SMILES: [C:1]([C:3]1C=[C:14]2[C:6]([C:7]3[C:8](=[O:30])[C:9]4[CH:21]=[CH:20][C:19]([O:22][S:23]([C:26]([F:29])([F:28])[F:27])(=[O:25])=[O:24])=[CH:18][C:10]=4[C:11]([CH3:17])([CH3:16])[C:12]=3[NH:13]2)=[CH:5][CH:4]=1)#[N:2].OC1C=CC2C(=O)C3C4C=CC(C#N)=NC=4[NH:39]C=3C(C)(C)C=2C=1>>[C:1]([C:3]1[CH:4]=[CH:5][C:6]2[C:7]3[C:8](=[O:30])[C:9]4[CH:21]=[CH:20][C:19]([O:22][S:23]([C:26]([F:29])([F:27])[F:28])(=[O:24])=[O:25])=[CH:18][C:10]=4[C:11]([CH3:16])([CH3:17])[C:12]=3[NH:13][C:14]=2[N:39]=1)#[N:2]. Procedure: According to the method used for synthesizing Compound B1, 8-hydroxy-10,10-dimethyl-5-oxo-10,11-dihydro-5H-1,11-diaza-benzo[b]fluorene-2-carbonitrile was subjected to trifluoromethanesulfone esterification to obtain the title compound. Reactants: C(C)N1C2=C(N(C(C(C1=O)(C)C)=O)C)C=C(C=C2)CNCCC=2C=NC=CC2 (1-Ethyl-3,3,5-trimethyl-7-{[N-(2-pyridin-3-ylethyl)amino]methyl}-1,5-dihydrobenzo[b][1,4]diazepine-2,4-dione), BrC1=C2C=CC=NC2=CC=C1 (5-bromoquinoline), C([O-])([O-])=O.[Cs+].[Cs+] (cesium carbonate), Cl (hydrogen chloride). Reagents/catalysts: C=1C=CC(=CC1)/C=C/C(=O)/C=C/C2=CC=CC=C2.C=1C=CC(=CC1)/C=C/C(=O)/C=C/C2=CC=CC=C2.C=1C=CC(=CC1)/C=C/C(=O)/C=C/C2=CC=CC=C2.[Pd].[Pd] (tris(dibenzylideneacetone)dipalladium), CC1(C2=C(C(=CC=C2)P(C3=CC=CC=C3)C4=CC=CC=C4)OC5=C(C=CC=C51)P(C6=CC=CC=C6)C7=CC=CC=C7)C (xantphos). Solvent: O (Water), C1(=CC=CC=C1)C (toluene), C(C)O (ethanol), C(C)O (ethanol). Run at temperature 130 celsius, time 1 hour. Product: Cl.Cl.Cl.C(C)N1C2=C(N(C(C(C1=O)(C)C)=O)C)C=C(C=C2)CN(C2=C1C=CC=NC1=CC=C2)CCC=2C=NC=CC2 (1-Ethyl-3,3,5-trimethyl-7-{[N-(2-pyridin-3-ylethyl)-N-(quinolin-5-yl)amino]methyl}-1,5-dihydrobenzo[b][1,4]diazepine-2,4-dione trihydrochloride). RXN SMILES: [CH2:1]([N:3]1[C:9](=[O:10])[C:8]([CH3:12])([CH3:11])[C:7](=[O:13])[N:6]([CH3:14])[C:5]2[CH:15]=[C:16]([CH2:19][NH:20][CH2:21][CH2:22][C:23]3[CH:24]=[N:25][CH:26]=[CH:27][CH:28]=3)[CH:17]=[CH:18][C:4]1=2)[CH3:2].Br[C:30]1[CH:39]=[CH:38][CH:37]=[C:36]2[C:31]=1[CH:32]=[CH:33][CH:34]=[N:35]2.C(=O)([O-])[O-].[Cs+].[Cs+].[ClH:46]>C(O)C.C1C=CC(/C=C/C(/C=C/C2C=CC=CC=2)=O)=CC=1.C1C=CC(/C=C/C(/C=C/C2C=CC=CC=2)=O)=CC=1.C1C=CC(/C=C/C(/C=C/C2C=CC=CC=2)=O)=CC=1.[Pd].[Pd].CC1(C)C2C(=C(P(C3C=CC=CC=3)C3C=CC=CC=3)C=CC=2)OC2C(P(C3C=CC=CC=3)C3C=CC=CC=3)=CC=CC1=2.O.C1(C)C=CC=CC=1>[ClH:46].[ClH:46].[ClH:46].[CH2:1]([N:3]1[C:9](=[O:10])[C:8]([CH3:12])([CH3:11])[C:7](=[O:13])[N:6]([CH3:14])[C:5]2[CH:15]=[C:16]([CH2:19][N:20]([CH2:21][CH2:22][C:23]3[CH:24]=[N:25][CH:26]=[CH:27][CH:28]=3)[C:30]3[CH:39]=[CH:38][CH:37]=[C:36]4[C:31]=3[CH:32]=[CH:33][CH:34]=[N:35]4)[CH:17]=[CH:18][C:4]1=2)[CH3:2] |f:2.3.4,7.8.9.10.11,15.16.17.18|. Reported procedure: 1-Ethyl-3,3,5-trimethyl-7-{[N-(2-pyridin-3-ylethyl)amino]methyl}-1,5-dihydrobenzo[b][1,4]diazepine-2,4-dione (0.45 g), 5-bromoquinoline(0.25 g), tris(dibenzylideneacetone)dipalladium(5.4 mg), xantphos(10 mg), and cesium carbonate (0.46 g) were added to toluene(9 ml), and the mixture was heated at 130° C. for 3 days. The reaction liquid was cooled to room temperature. Water was added to the reaction mixture, and stirred for 1 hour, followed by extraction with ethyl acetate. The organic layer was ... RXN SMILES: [Br:1][c:2]1[c:3]([OH:13])[cH:4][cH:5][c:6]([O:8][C:9]([F:10])([F:11])[F:12])[cH:7]1.[C:14](=[O:15])([O-:16])[O-:17].[CH3:20][I:21].[CH3:23][N:24]([CH3:25])[CH:26]=[O:27].[CH3:28][CH2:29][O:30][CH2:31][CH3:32].[K+:18].[K+:19].[OH2:22]>>[Br:1][c:2]1[c:3]([O:13][CH3:14])[cH:4][cH:5][c:6]([O:8][C:9]([F:10])([F:11])[F:12])[cH:7]1. Product: COc1ccc(OC(F)(F)F)cc1Br. The reactants are Oc1ccc(OC(F)(F)F)cc1Br, O=C([O-])[O-], CI, CN(C)C=O, CCOCC, [K+], [K+], O. Starting materials: C1(=CC=CC=C1)C=1C(OC2=CC(=CC=C2C1O)OC)=O (3-phenyl-4-hydroxy-7-methoxy-coumarin), O1CCN(CC1)CCCl (2-morpholino-1-chlorethane). Yields the product COC1=CC=C2C(=C(C(OC2=C1)=O)C1=CC=CC=C1)OCCN1CCOCC1 (7-Methoxy-4-(2'-morpholinoethoxy)-3-phenyl-coumarin). Yield: 70.8%. As a reaction SMILES: [C:1]1([C:7]2[C:8](=[O:20])[O:9][C:10]3[C:15]([C:16]=2[OH:17])=[CH:14][CH:13]=[C:12]([O:18][CH3:19])[CH:11]=3)[CH:6]=[CH:5][CH:4]=[CH:3][CH:2]=1.[O:21]1[CH2:26][CH2:25][N:24]([CH2:27][CH2:28]Cl)[CH2:23][CH2:22]1>>[CH3:19][O:18][C:12]1[CH:11]=[C:10]2[C:15]([C:16]([O:17][CH2:28][CH2:27][N:24]3[CH2:25][CH2:26][O:21][CH2:22][CH2:23]3)=[C:7]([C:1]3[CH:2]=[CH:3][CH:4]=[CH:5][CH:6]=3)[C:8](=[O:20])[O:9]2)=[CH:14][CH:13]=1. Procedure: This compound is prepared according to the method described in Example 8 from 24.2 g. (0.09 mol) of 3-phenyl-4-hydroxy-7-methoxy-coumarin and 17.5 g. (0.117 mol) of 2-morpholino-1-chlorethane. After recrystallisation from a mixture of diisopropyl ether and ethyl acetate (70-30), 24.3 g. of a white solid are obtained. M.P. 95°-96° C.; yield 70.8% (theoretical yield 34.3 g.). Reactants: Cc1cc(Br)ccc1-n1c(CC2CCN(C(=O)C3CC3)C2)n[nH]c1=O, C1COCCO1, [K+], [K+], O=C([O-])[O-], O, OB(O)c1ccc(F)cc1. The product is Cc1cc(-c2ccc(F)cc2)ccc1-n1c(CC2CCN(C(=O)C3CC3)C2)n[nH]c1=O. RXN SMILES: [Br:1][c:2]1[cH:3][c:4]([CH3:25])[c:5](-[n:8]2[c:9](=[O:24])[nH:10][n:11][c:12]2[CH2:13][CH:14]2[CH2:15][N:16]([C:19](=[O:20])[CH:21]3[CH2:22][CH2:23]3)[CH2:17][CH2:18]2)[cH:6][cH:7]1.[CH2:42]1[O:43][CH2:44][CH2:45][O:46][CH2:47]1.[K+:36].[K+:37].[O-:38][C:39]([O-:40])=[O:41].[OH2:48].[OH:26][B:27]([OH:28])[c:29]1[cH:30][cH:31][c:32]([F:33])[cH:34][cH:35]1>>[c:2]1(-[c:29]2[cH:30][cH:31][c:32]([F:33])[cH:34][cH:35]2)[cH:3][c:4]([CH3:25])[c:5](-[n:8]2[c:9](=[O:24])[nH:10][n:11][c:12]2[CH2:13][CH:14]2[CH2:15][N:16]([C:19](=[O:20])[CH:21]3[CH2:22][CH2:23]3)[CH2:17][CH2:18]2)[cH:6][cH:7]1. Reaction SMILES: [N:1]#[C:2][c:3]1[c:8]([c:9]2[n:13]([CH:14]3[O:19][CH2:18][CH2:17][CH2:16][CH2:15]3)[n:12][cH:11][cH:10]2)[cH:7][cH:6][cH:5][cH:4]1.[CH3:20][C:21]1([C:26]([CH3:28])([CH3:27])[O:25][B:24](B2OC(C)(C)C(C)(C)O2)[O:23]1)[CH3:22]>>[CH3:20][C:21]1([C:26]([CH3:28])([CH3:27])[O:25][B:24]([c:11]2[n:12][n:13]([CH:14]3[O:19][CH2:18][CH2:17][CH2:16][CH2:15]3)[c:9]([c:8]4[c:3]([C:2]#[N:1])[cH:4][cH:5][cH:6][cH:7]4)[cH:10]2)[O:23]1)[CH3:22]. Run at temperature 60 celsius, time 18 hour. Run in C1CCOC1 (THF). Reactants: C1(C(OB(O1)B1OC(C(O1)(C)C)(C)C)(C)C)(C)C, c1cc(c(cc1)c1n(ncc1)[C@@H]1CCCCO1)C#N. Product: CC1(C)OB(OC1(C)C)c2cc(c3ccccc3C#N)n(n2)C4CCCCO4. The reagents and catalysts are c1ccc(cc1)-c2c3ccccc3cc4ccccc24 (9-Phenylanthracene), C(/C1=N[C@H](CO1)c1ccccc1)(=C\1N[C@H](CO1)c1ccccc1)C#N (BOX1), [Ir-]12[Ir-]([O+]1C)[O+]2C.C1=CCCC=CCC1.C1=CCCC=CCC1 ([Ir(OMe)(COD)]2).